Dataset: the Open Reaction Database (ORD), a public repository of structured organic reaction records. Task: describe an organic reaction: reactants, conditions, products, and yield Reactants: C([O-])(O)=O.[Na+] (sodium bicarbonate), P(=O)(Cl)(Cl)Cl (phosphorus oxychloride), CON=C(C(=O)O)C=1N=C(SC1)NC=O (2-methoxyimino-2-(2-formylaminothiazol-4-yl)acetic acid), CON=C(C(=O)O)C=1NC(SC1)=NC=O (2-methoxyimino-2-(2-formylimino-2,3-dihydrothiazol-4-yl)acetic acid), CC1S[C@H]2N(C(=C1)C(=O)O)C(C2N)=O (2-methyl-7-amino-3-cephem-4-carboxylic acid), C[Si](C)(C)CC(=O)N (trimethylsilylacetamide). The solvent is C(C)(=O)OCC (ethyl acetate), O (water), CN(C=O)C (dimethylformamide), C(C)(=O)OCC (ethyl acetate). Conditions: temperature 3 celsius. The product is CC1S[C@H]2N(C(=C1)C(=O)O)C(C2NC(C(C=2N=C(SC2)NC=O)=NOC)=O)=O (2-methyl-7-[2-methoxyimino-2-(2-formylaminothiazol-4-yl)acetamido]-3-cephem-4-carboxylic acid). As a reaction SMILES: P(Cl)(Cl)(Cl)=O.[CH3:6][O:7][N:8]=[C:9]([C:13]1[N:14]=[C:15]([NH:18][CH:19]=[O:20])[S:16][CH:17]=1)[C:10]([OH:12])=O.[CH3:21][CH:22]1[CH:27]=[C:26]([C:28]([OH:30])=[O:29])[N:25]2[C:31](=[O:34])[CH:32]([NH2:33])[C@H:24]2[S:23]1.C[Si](CC(N)=O)(C)C.C(=O)(O)[O-].[Na+]>C(OCC)(=O)C.O.CN(C)C=O>[CH3:21][CH:22]1[CH:27]=[C:26]([C:28]([OH:30])=[O:29])[N:25]2[C:31](=[O:34])[CH:32]([NH:33][C:10](=[O:12])[C:9](=[N:8][O:7][CH3:6])[C:13]3[N:14]=[C:15]([NH:18][CH:19]=[O:20])[S:16][CH:17]=3)[C@H:24]2[S:23]1 |f:4.5|. Procedure: To dimethylformamide (6.42 g.) was added dropwise phosphorus oxychloride (12.5 g.) over 20 minutes with stirring under cooling to 5° to 10° C., and the mixture was stirred for 30 minutes at 40° C., and then ethyl acetate (200 ml.) was added thereto with vigorous stirring. After the mixture was cooled to 3° C., 2-methoxyimino-2-(2-formylaminothiazol-4-yl)acetic acid (syn isomer), which can be represented as 2-methoxyimino-2-(2-formylimino-2,3-dihydrothiazol-4-yl)acetic acid (syn isomer), (18.34 g... Starting materials: ClCCl, CO, COC1(N=Cc2cc(C(C)(C)C)c(O)c(C(C)(C)C)c2)C(=O)N2CC(C(=O)OCc3ccc([N+](=O)[O-])cc3)(N3CCN(N=Cc4ccccc4)C3=O)SC21, [Cl-], C[N+](C)(C)CC(=O)NN, [Na+], C1CCOC1, O, O=C([O-])O. Product: COC1(N)C(=O)N2CC(C(=O)OCc3ccc([N+](=O)[O-])cc3)(N3CCN(N=Cc4ccccc4)C3=O)SC21. RXN SMILES: [CH2:78]([Cl:79])[Cl:80].[CH3:1][OH:2].[CH:8]([c:9]1[cH:10][cH:11][cH:12][cH:13][cH:14]1)=[N:15][N:16]1[C:17](=[O:61])[N:18]([C:21]2([C:48](=[O:49])[O:50][CH2:51][c:52]3[cH:53][cH:54][c:55]([N+:58](=[O:59])[O-:60])[cH:56][cH:57]3)[CH2:22][N:23]3[C:24](=[O:47])[C:25]([O:28][CH3:29])([N:30]=[CH:31][c:32]4[cH:33][c:34]([C:35]([CH3:36])([CH3:37])[CH3:38])[c:39]([OH:40])[c:41]([C:42]([CH3:43])([CH3:44])[CH3:45])[cH:46]4)[CH:26]3[S:27]2)[CH2:19][CH2:20]1.[Cl-:67].[NH:68]([C:69](=[O:70])[CH2:71][N+:72]([CH3:73])([CH3:74])[CH3:75])[NH2:76].[Na+:62].[O:3]1[CH2:4][CH2:5][CH2:6][CH2:7]1.[OH2:77].[OH:63][C:64](=[O:65])[O-:66]>>[CH:8]([c:9]1[cH:10][cH:11][cH:12][cH:13][cH:14]1)=[N:15][N:16]1[C:17](=[O:61])[N:18]([C:21]2([C:48](=[O:49])[O:50][CH2:51][c:52]3[cH:53][cH:54][c:55]([N+:58](=[O:59])[O-:60])[cH:56][cH:57]3)[CH2:22][N:23]3[C:24](=[O:47])[C:25]([O:28][CH3:29])([NH2:30])[CH:26]3[S:27]2)[CH2:19][CH2:20]1. Starting materials: COC1=CC2=C(NC(=N2)SCC2=NC=C(C(=C2C)Cl)C)C=C1 (5-methoxy-2-{[(4-chloro-3,5-dimethyl-2-pyridyl)methyl]thio}-1H-benzimidazole), CO (methanol), C[O-].[Na+] (sodium methoxide), Cl (hydrochloric acid). The solvent is C(C)(=O)OCC (Ethyl acetate). Run at time 10 hour. Product: COC1=CC2=C(NC(=N2)SCC2=NC=C(C(=C2C)OC)C)C=C1 (5-methoxy-2-{[(4-methoxy-3,5-dimethyl-2-pyridyl)methyl]thio}-1H-benzimidazole). Yield: 76.6%. As a reaction SMILES: [CH3:1][O:2][C:3]1[CH:22]=[CH:21][C:6]2[NH:7][C:8]([S:10][CH2:11][C:12]3[C:17]([CH3:18])=[C:16](Cl)[C:15]([CH3:20])=[CH:14][N:13]=3)=[N:9][C:5]=2[CH:4]=1.[CH3:23][OH:24].C[O-].[Na+].Cl>C(OCC)(=O)C>[CH3:1][O:2][C:3]1[CH:22]=[CH:21][C:6]2[NH:7][C:8]([S:10][CH2:11][C:12]3[C:17]([CH3:18])=[C:16]([O:24][CH3:23])[C:15]([CH3:20])=[CH:14][N:13]=3)=[N:9][C:5]=2[CH:4]=1 |f:2.3|. Reported procedure: First, 277 mg (0.92 mmol) of 5-methoxy-2-{[(4-chloro-3,5-dimethyl-2-pyridyl)methyl]thio}-1H-benzimidazole obtained in Example 21 and 1.00 g (5.20 mmol) of methanol 28% solution of sodium methoxide were introduced to a 3-necked flask (30 ml volume) equipped with a thermometer, a magnetic stirrer and a condenser tube, and the mixture was agitated for 10 hours while being slowly refluxed. Then the mixture was neutralized with dilute hydrochloric acid. Ethyl acetate (10 ml) was added thereto and an ... The reactants are Cc1c(C(=O)C2CCCCC2)oc2ccc(Br)cc12, O=C([O-])[O-], C1CSCCN1, CC1(C)c2cccc(P(c3ccccc3)c3ccccc3)c2Oc2c(P(c3ccccc3)c3ccccc3)cccc21, Cc1ccccc1, [Cs+], [Cs+], O=C(C=Cc1ccccc1)C=Cc1ccccc1, O=C(C=Cc1ccccc1)C=Cc1ccccc1, O=C(C=Cc1ccccc1)C=Cc1ccccc1, [Pd], [Pd]. The product is Cc1c(C(=O)C2CCCCC2)oc2ccc(N3CCSCC3)cc12. RXN SMILES: [Br:1][c:2]1[cH:3][cH:4][c:5]2[c:6]([c:7]([CH3:18])[c:8]([C:10](=[O:11])[CH:12]3[CH2:13][CH2:14][CH2:15][CH2:16][CH2:17]3)[o:9]2)[cH:19]1.[C:26](=[O:27])([O-:28])[O-:29].[CH2:20]1[CH2:21][S:22][CH2:23][CH2:24][NH:25]1.[CH3:32][C:33]1([CH3:34])[c:35]2[cH:36][cH:37][cH:38][c:39]([P:40]([c:41]3[cH:42][cH:43][cH:44][cH:45][cH:46]3)[c:47]3[cH:48][cH:49][cH:50][cH:51][cH:52]3)[c:53]2[O:54][c:55]2[c:56]1[cH:57][cH:58][cH:59][c:60]2[P:61]([c:62]1[cH:63][cH:64][cH:65][cH:66][cH:67]1)[c:68]1[cH:69][cH:70][cH:71][cH:72][cH:73]1.[CH3:74][c:75]1[cH:76][cH:77][cH:78][cH:79][cH:80]1.[Cs+:30].[Cs+:31].[O:101]=[C:102]([CH:103]=[CH:104][c:105]1[cH:106][cH:107][cH:108][cH:109][cH:110]1)[CH:111]=[CH:112][c:113]1[cH:114][cH:115][cH:116][cH:117][cH:118]1.[O:119]=[C:120]([CH:121]=[CH:122][c:123]1[cH:124][cH:125][cH:126][cH:127][cH:128]1)[CH:129]=[CH:130][c:131]1[cH:132][cH:133][cH:134][cH:135][cH:136]1.[O:83]=[C:84]([CH:85]=[CH:86][c:87]1[cH:88][cH:89][cH:90][cH:91][cH:92]1)[CH:93]=[CH:94][c:95]1[cH:96][cH:97][cH:98][cH:99][cH:100]1.[Pd:81].[Pd:82]>>[c:2]1([N:25]2[CH2:20][CH2:21][S:22][CH2:23][CH2:24]2)[cH:3][cH:4][c:5]2[c:6]([c:7]([CH3:18])[c:8]([C:10](=[O:11])[CH:12]3[CH2:13][CH2:14][CH2:15][CH2:16][CH2:17]3)[o:9]2)[cH:19]1. Starting materials: CC(C)(C)[Si](C)(C)OCCCCCl, C1CCOC1, CC(C)(C)OC(=O)N1CCCC(C(=O)c2cccc(Cl)c2)C1. Yields the product CC(C)(C)OC(=O)N1CCCC(C(O)(CCCCO[Si](C)(C)C(C)(C)C)c2cccc(Cl)c2)C1. As a reaction SMILES: [C:23]([CH3:24])([CH3:25])([CH3:26])[Si:27]([CH3:28])([CH3:29])[O:30][CH2:31][CH2:32][CH2:33][CH2:34][Cl:35].[CH2:36]1[O:37][CH2:38][CH2:39][CH2:40]1.[Cl:1][c:2]1[cH:3][c:4]([C:5](=[O:6])[CH:7]2[CH2:8][N:9]([C:13](=[O:14])[O:15][C:16]([CH3:17])([CH3:18])[CH3:19])[CH2:10][CH2:11][CH2:12]2)[cH:20][cH:21][cH:22]1>>[Cl:1][c:2]1[cH:3][c:4]([C:5]([OH:6])([CH:7]2[CH2:8][N:9]([C:13](=[O:14])[O:15][C:16]([CH3:17])([CH3:18])[CH3:19])[CH2:10][CH2:11][CH2:12]2)[CH2:34][CH2:33][CH2:32][CH2:31][O:30][Si:27]([C:23]([CH3:24])([CH3:25])[CH3:26])([CH3:28])[CH3:29])[cH:20][cH:21][cH:22]1. Reactants: C(C)(=O)C=1C(OC(=C(C1O)C(C)=O)O)=O (3,5-diacetyl-4,6-dihydroxy-2H-pyran-2-one), CC1=CC=C(C=O)C=C1 (p-methylbenzaldehyde). Reagents/catalysts: N1CCCCC1 (piperidine). Solvent: C(Cl)(Cl)Cl (chloroform). Yields the product C(C)(=O)C1=C(C(C(OC1=O)=O)C(C=CC1=CC=C(C=C1)C)=O)O (5-acetyl-4-hydroxy-3-(p-methylcinnamoyl)-2H-pyran-2,6(3H)-dione). Reaction SMILES: [C:1]([C:4]1[C:5](=[O:15])[O:6][C:7]([OH:14])=[C:8]([C:11](=[O:13])[CH3:12])[C:9]=1[OH:10])(=[O:3])[CH3:2].[CH3:16][C:17]1[CH:24]=[CH:23][C:20]([CH:21]=O)=[CH:19][CH:18]=1>N1CCCCC1.C(Cl)(Cl)Cl>[C:11]([C:8]1[C:7](=[O:14])[O:6][C:5](=[O:15])[CH:4]([C:1](=[O:3])[CH:2]=[CH:16][C:17]2[CH:24]=[CH:23][C:20]([CH3:21])=[CH:19][CH:18]=2)[C:9]=1[OH:10])(=[O:13])[CH3:12]. Procedure: Following the procedure of Example 1, a mixture of 8.48 g. (0.04 m.) of 3,5-diacetyl-4,6-dihydroxy-2H-pyran-2-one, 4.8 g. (0.04 m.) of p-methylbenzaldehyde in 100 ml. of chloroform and 20 drops of piperidine is refluxed for 10 hours, concentrated and filtered to yield 5-acetyl-4-hydroxy-3-(p-methylcinnamoyl)-2H-pyran-2,6(3H)-dione, m.p. 188°-190° C. Procedure details: In a procedure analogous to example 12, reaction of 6-chloro-N-(4-fluorobenzyl)pyrazin-2-amine (240 mg, 1.01 mmol) and benzimidazole (130 mg, 1.1 mmol) furnished the product (170 mg, 53%). Isolated yield 52.7%. The product is N1(C=NC2=C1C=CC=C2)C2=CN=CC(=N2)NCC2=CC=C(C=C2)F (6-(1H-Benzimidazol-1-yl)-N-(4-fluorobenzyl)pyrazin-2-amine). Reactants: ClC1=CN=CC(=N1)NCC1=CC=C(C=C1)F (6-chloro-N-(4-fluorobenzyl)pyrazin-2-amine), N1=CNC2=C1C=CC=C2 (benzimidazole). RXN SMILES: Cl[C:2]1[N:7]=[C:6]([NH:8][CH2:9][C:10]2[CH:15]=[CH:14][C:13]([F:16])=[CH:12][CH:11]=2)[CH:5]=[N:4][CH:3]=1.[N:17]1[C:21]2[CH:22]=[CH:23][CH:24]=[CH:25][C:20]=2[NH:19][CH:18]=1>>[N:17]1([C:2]2[N:7]=[C:6]([NH:8][CH2:9][C:10]3[CH:15]=[CH:14][C:13]([F:16])=[CH:12][CH:11]=3)[CH:5]=[N:4][CH:3]=2)[C:21]2[CH:22]=[CH:23][CH:24]=[CH:25][C:20]=2[N:19]=[CH:18]1. Starting materials: CCOC(C)=O, CCOc1nc2ccc([N+](=O)[O-])c(CC)c2c(=O)o1. The product is CCOc1nc2ccc(N)c(CC)c2c(=O)o1. RXN SMILES: [CH3:20][CH2:21][O:22][C:23](=[O:24])[CH3:25].[N+:1]([O-:2])(=[O:3])[c:4]1[cH:5][cH:6][c:7]2[c:8]([c:9](=[O:16])[o:10][c:11]([O:13][CH2:14][CH3:15])[n:12]2)[c:17]1[CH2:18][CH3:19]>>[NH2:1][c:4]1[cH:5][cH:6][c:7]2[c:8]([c:9](=[O:16])[o:10][c:11]([O:13][CH2:14][CH3:15])[n:12]2)[c:17]1[CH2:18][CH3:19]. Starting materials: resultant solution, COC(=CC(=O)OC)C[C@H]1NC(C1)=O (methyl 3-methoxy-4-[(2R)-4-oxoazetidin-2-yl]but-2-enoate), [Cl-].[Na+] (sodium chloride). The solvent is Cl (hydrochloric acid). Isolated yield 86.1%. Yields the product O=C(CC(=O)OC)C[C@H]1NC(C1)=O (methyl 3-oxo-4-[(2R)-4-oxoazetidin-2-yl]butanoate). Procedure: A solution of methyl 3-methoxy-4-[(2R)-4-oxoazetidin-2-yl]but-2-enoate [(E,Z)-isomeric mixture](35 mg) in 1 N hydrochloric acid (2 ml) was stirred at 25° C. for two hours. The resultant solution was saturated with sodium chloride and extracted three times with chloroform. The combined extracts were dried over magnesium sulfate and evaporated. The residue (29 mg) was chromatographed on silica gel (1.5 g) eluting with 2% methanol in dichloromethane to give methyl 3-oxo-4-[(2R)-4-oxoazetidin-2-yl]b... Reaction SMILES: C[O:2][C:3]([CH2:9][C@@H:10]1[CH2:13][C:12](=[O:14])[NH:11]1)=[CH:4][C:5]([O:7][CH3:8])=[O:6].[Cl-].[Na+]>Cl>[O:2]=[C:3]([CH2:9][C@@H:10]1[CH2:13][C:12](=[O:14])[NH:11]1)[CH2:4][C:5]([O:7][CH3:8])=[O:6] |f:1.2|. The reactants are [Br-], OCCCCO, CC(C)CCBr, COCCOC, [H-], [Na+], [Na+]. The product is CC(C)CCOCCCCO. Reaction SMILES: [Br-:16].[CH2:3]([CH2:4][CH2:5][CH2:6][OH:7])[OH:8].[CH2:9]([CH2:10][CH:11]([CH3:12])[CH3:13])[Br:14].[CH3:17][O:18][CH2:19][CH2:20][O:21][CH3:22].[H-:1].[Na+:15].[Na+:2]>>[CH2:3]([CH2:4][CH2:5][CH2:6][O:7][CH2:9][CH2:10][CH:11]([CH3:12])[CH3:13])[OH:8].